describe an organic reaction: reactants, conditions, products, and yield From a dataset of the Open Reaction Database (ORD), a public repository of structured organic reaction records. Starting materials: C(O)([O-])=O.[Na+] (sodium hydrogencarbonate), BrC(C(=O)OCC)C (ethyl bromopropionate), [I-].[K+] (potassium iodide), Cl.[N+](=O)([O-])C1=CC=C2CCNCC2=C1 (7-nitro-1,2,3,4-tetrahydroisoquinoline hydrochloride). The solvent is C(C)O (ethanol). Reaction conditions: time 8 hour. Product: C(C)OC(=O)CCN1CC2=CC(=CC=C2CC1)[N+](=O)[O-] (2-(2-(ethoxycarbonyl)ethyl)-7-nitro-1,2,3,4-tetrahydroisoquinoline). The yield is 56.6%. As a reaction SMILES: Cl.[N+:2]([C:5]1[CH:14]=[C:13]2[C:8]([CH2:9][CH2:10][NH:11][CH2:12]2)=[CH:7][CH:6]=1)([O-:4])=[O:3].C(=O)([O-])O.[Na+].Br[CH:21]([CH3:27])[C:22]([O:24][CH2:25][CH3:26])=[O:23].[I-].[K+]>C(O)C>[CH2:25]([O:24][C:22]([CH2:21][CH2:27][N:11]1[CH2:10][CH2:9][C:8]2[C:13](=[CH:14][C:5]([N+:2]([O-:4])=[O:3])=[CH:6][CH:7]=2)[CH2:12]1)=[O:23])[CH3:26] |f:0.1,2.3,5.6|. Reported procedure: 1.5 g of 7-nitro-1,2,3,4-tetrahydroisoquinoline hydrochloride was dissolved in 20 ml of ethanol, and 2.9 g of sodium hydrogencarbonate, 2.3 g of ethyl bromopropionate, and a catalytic amount of potassium iodide were added to the solution. The resulting solution was heated and stirred overnight under reflux. The resulting solution was extracted with ethyl acetate, washed with water and saturated aqueous solution of sodium chloride, and then dried with anhydrous sodium sulfate. After separating th... Solvent: CO (methanol). Isolated yield 28.9%. As a reaction SMILES: C(OC([N:6]1[C:33]2[C:28](=[CH:29][CH:30]=[C:31]([Cl:34])[CH:32]=2)[C:8]2([CH:13]([CH:14]3[CH2:19][CH2:18][CH2:17][CH2:16][CH2:15]3)[CH2:12][C:11](=[O:20])[NH:10][CH:9]2[C:21]2[CH:26]=[CH:25][CH:24]=[C:23]([Cl:27])[CH:22]=2)[C:7]1=[O:35])=O)C.[OH-].[Na+]>CO>[Cl:34][C:31]1[CH:32]=[C:33]2[NH:6][C:7](=[O:35])[C:8]3([CH:13]([CH:14]4[CH2:19][CH2:18][CH2:17][CH2:16][CH2:15]4)[CH2:12][C:11](=[O:20])[NH:10][CH:9]3[C:21]3[CH:26]=[CH:25][CH:24]=[C:23]([Cl:27])[CH:22]=3)[C:28]2=[CH:29][CH:30]=1 |f:1.2|. Yields the product ClC1=CC=C2C(=C1)NC(C21C(NC(CC1C1CCCCC1)=O)C1=CC(=CC=C1)Cl)=O (racemic (2′S,3S,4′R)-6-chloro-2′-(3-chlorophenyl)-4′-cyclohexylspiro[3H-indole-3,3′-piperidine]-2,6′(1H)-dione). Reported procedure: In a manner similar to the method described in example 4d, racemic (2′S,3S,4′R)-6-chloro-2′-(3-chlorophenyl)-4′-cyclohexyl-2,3-dihydro-2,6′-dioxospiro[indole-3,3′-piperidine]-1-carboxylic acid ethyl ester (0.2 g, 0.39 mmol) was reacted with NaOH (28 mg, 0.70 mmol) in methanol to give racemic (2′S,3S,4′R)-6-chloro-2′-(3-chlorophenyl)-4′-cyclohexylspiro[3H-indole-3,3′-piperidine]-2,6′(1H)-dione as a white solid (Yield 0.05 g, 29%). The reactants are C(C)OC(=O)N1C(C2(C(NC(CC2C2CCCCC2)=O)C2=CC(=CC=C2)Cl)C2=CC=C(C=C12)Cl)=O (racemic (2′S,3S,4′R)-6-chloro-2′-(3-chlorophenyl)-4′-cyclohexyl-2,3-dihydro-2,6′-dioxospiro[indole-3,3′-piperidine]-1-carboxylic acid ethyl ester), [OH-].[Na+] (NaOH). Reactants: CN(C)C(OC(C)(C)C)OC(C)(C)C, Cc1ccccc1, O=C(O)c1cc(-c2cccc(F)c2)c(=O)n2c1-c1sccc1CC2. The product is CC(C)(C)OC(=O)c1cc(-c2cccc(F)c2)c(=O)n2c1-c1sccc1CC2. Reaction SMILES: [C:1]([O:5][CH:6]([N:2]([CH3:3])[CH3:4])[O:10][C:11]([CH3:12])([CH3:13])[CH3:14])([CH3:7])([CH3:8])[CH3:9].[CH3:39][c:40]1[cH:41][cH:42][cH:43][cH:44][cH:45]1.[O:15]=[c:16]1[n:17]2[c:22]([c:23]([C:33]([OH:34])=[O:35])[cH:24][c:25]1-[c:26]1[cH:27][c:28]([F:32])[cH:29][cH:30][cH:31]1)-[c:21]1[c:20]([cH:38][cH:37][s:36]1)[CH2:19][CH2:18]2>>[O:5]=[C:6]([O:10][C:11]([CH3:12])([CH3:13])[CH3:14])[c:23]1[c:22]2[n:17]([c:16](=[O:15])[c:25](-[c:26]3[cH:27][c:28]([F:32])[cH:29][cH:30][cH:31]3)[cH:24]1)[CH2:18][CH2:19][c:20]1[c:21]-2[s:36][cH:37][cH:38]1. Reactants: BrC=1C=C2C=CC(=NC2=CC1)N[C@@H]1CCC2=CC=CC=C12 ((6-bromo-quinolin-2-yl)-(R)-indan-1-yl-amine), N1C=NC=C1 (imidazole), C(C)(=O)C1C(CCCC1)=O (2-acetyl-cyclohexanone), C([O-])([O-])=O.[K+].[K+] (potassium carbonate). Reagents/catalysts: [Cu]Cl (copper(I)chloride). The solvent is CN1C(CCC1)=O (1-methyl-2-pyrrolidone), O (water). Conditions: temperature 130 celsius. Product: N1(C=NC=C1)C=1C=C2C=CC(=NC2=CC1)N[C@@H]1CCC2=CC=CC=C12 ((6-Imidazol-1-yl-quinolin-2-yl)-(R)-indan-1-yl-amine). Yield: 57.0%. As a reaction SMILES: Br[C:2]1[CH:3]=[C:4]2[C:9](=[CH:10][CH:11]=1)[N:8]=[C:7]([NH:12][C@H:13]1[C:21]3[C:16](=[CH:17][CH:18]=[CH:19][CH:20]=3)[CH2:15][CH2:14]1)[CH:6]=[CH:5]2.[NH:22]1[CH:26]=[CH:25][N:24]=[CH:23]1.C(C1CCCCC1=O)(=O)C.C(=O)([O-])[O-].[K+].[K+]>[Cu]Cl.O.CN1CCCC1=O>[N:22]1([C:2]2[CH:3]=[C:4]3[C:9](=[CH:10][CH:11]=2)[N:8]=[C:7]([NH:12][C@H:13]2[C:21]4[C:16](=[CH:17][CH:18]=[CH:19][CH:20]=4)[CH2:15][CH2:14]2)[CH:6]=[CH:5]3)[CH:26]=[CH:25][N:24]=[CH:23]1 |f:3.4.5|. Procedure: A mixture of (6-bromo-quinolin-2-yl)-(R)-indan-1-yl-amine (see example 53, step A) (339 mg, 1.0 mmol), commercially available imidazole (136 mg, 2.0 mmol), copper(I)chloride (10 mg, 0.1 mmol), 2-acetyl-cyclohexanone (35 mg, 0.25 mmol), potassium carbonate (145 mg, 1.05 mmol) and 1-methyl-2-pyrrolidone (1 ml) was heated in a sealed tube at 130° C. for 18 h. The reaction mixture was poured into water (20 ml) and extracted with ethyl acetate (2×30 ml). The combined organic layers were washed with s... Starting materials: CNC(=O)c1cc(OC)c(C(=O)NC)c(NC(=O)CCl)c1OC, O, O=[N+]([O-])O. Product: CNC(=O)c1c(NC(=O)CCl)c(OC)c(C(=O)NC)c([N+](=O)[O-])c1OC. Reaction SMILES: [Cl:5][CH2:6][C:7](=[O:8])[NH:9][c:10]1[c:11]([C:24]([NH:25][CH3:26])=[O:27])[c:12]([O:22][CH3:23])[cH:13][c:14]([C:18]([NH:19][CH3:20])=[O:21])[c:15]1[O:16][CH3:17].[OH2:28].[OH:1][N+:2]([O-:3])=[O:4]>>[O-:1][N+:2](=[O:4])[c:13]1[c:12]([O:22][CH3:23])[c:11]([C:24]([NH:25][CH3:26])=[O:27])[c:10]([NH:9][C:7]([CH2:6][Cl:5])=[O:8])[c:15]([O:16][CH3:17])[c:14]1[C:18]([NH:19][CH3:20])=[O:21]. Starting materials: Cl (hydrochloric acid), [Cl-].[NH4+] (ammonium chloride), C(CC(=O)N)(=O)N (malonamide), [O-]CC.[Na+] (sodium ethoxide), FC(C(=O)OCC)F (ethyl 2,2-difluoroacetate). The solvent is CO (methanol). Run at time 1 hour. Yields the product FC(C1=NC(=CC(=N1)O)O)F (2-difluoromethyl-4,6-dihydroxypyrimidine). RXN SMILES: [C:1]([NH2:7])(=[O:6])[CH2:2][C:3]([NH2:5])=[O:4].[O-]CC.[Na+].[F:12][CH:13]([F:19])[C:14](OCC)=O.Cl.[Cl-].[NH4+]>CO>[F:12][CH:13]([F:19])[C:14]1[N:5]=[C:3]([OH:4])[CH:2]=[C:1]([OH:6])[N:7]=1 |f:1.2,5.6|. Procedure details: A mixture of malonamide (5.1 g) and sodium ethoxide (20% ethanol solution, 34.3 g) in methanol (125 mL) was stirred at room temperature for 1 hour. To the mixture was added ethyl 2,2-difluoroacetate (6.31 mL), and the mixture was heated at reflux for 10 hours, and then stirred at room temperature overnight. To the mixture was added 1 mol/L hydrochloric acid until the pH became 3. The mixture was poured into a saturated aqueous ammonium chloride solution, and the resulting mixture was extracted w... Starting materials: FC1=C(CN=[N+]=[N-])C=CC=C1 (o-fluorobenzyl azide), C(#CC)C(=O)O (propinecarboxylic acid). The solvent is C1(=CC=CC=C1)C (toluene). Yields the product FC1=C(CN2N=NC(=C2)C(=O)O)C=CC=C1 (1-(o-fluorobenzyl)-1H-1,2,3-triazole-4-carboxylic acid). Reaction SMILES: [F:1][C:2]1[CH:11]=[CH:10][CH:9]=[CH:8][C:3]=1[CH2:4][N:5]=[N+:6]=[N-:7].[C:12]([C:15]([OH:17])=[O:16])#[C:13]C>C1(C)C=CC=CC=1>[F:1][C:2]1[CH:11]=[CH:10][CH:9]=[CH:8][C:3]=1[CH2:4][N:5]1[CH:13]=[C:12]([C:15]([OH:17])=[O:16])[N:7]=[N:6]1. Procedure details: The starting material may be prepared as follows: A solution of 50 g (0.33 mole) of o-fluorobenzyl azide, 23.1 g (0.33 mole) of propinecarboxylic acid and 400 ml of toluene is stirred for 24 hours at 70° C. After the reaction mixture has cooled to room temperature, the precipitated product is filtered with suction and washed first with toluene and then with diethyl ether, affording 1-(o-fluorobenzyl)-1H-1,2,3-triazole-4-carboxylic acid with a melting point of 151° C. (dec.). Starting materials: CSc1ccncc1, CC(=O)CCl. Yields the product CSc1cc[n+](CC(C)=O)cc1, [Cl-]. As a reaction SMILES: [CH3:1][S:2][c:3]1[cH:4][cH:5][n:6][cH:7][cH:8]1.[CH3:9][C:10](=[O:11])[CH2:12][Cl:13]>>[CH3:1][S:2][c:3]1[cH:4][cH:5][n+:6]([CH2:12][C:10]([CH3:9])=[O:11])[cH:7][cH:8]1.[Cl-:13]. Starting materials: BrC1=CC(=C(CO)C=C1)Cl (4-bromo-2-chlorobenzyl alcohol), C1(=CC=CC=C1)C (toluene), Br (hydrogen bromide), O (water). The solvent is C(C)(=O)OCC (ethyl acetate). Conditions: time 2 hour. Product: BrC1=CC(=C(CBr)C=C1)Cl (4-bromo-2-chlorobenzyl bromide). Reaction SMILES: [Br:1][C:2]1[CH:9]=[CH:8][C:5]([CH2:6]O)=[C:4]([Cl:10])[CH:3]=1.C1(C)C=CC=CC=1.[BrH:18].O>C(OCC)(=O)C>[Br:1][C:2]1[CH:9]=[CH:8][C:5]([CH2:6][Br:18])=[C:4]([Cl:10])[CH:3]=1. Procedure details: To 4-bromo-2-chlorobenzyl alcohol (399 g) of Reference Example 12 were added toluene (2452 mL) and 48% aqueous hydrogen bromide solution (2453 mL), and the mixture was refluxed with stirring for 2 hr. After cooling, water and ethyl acetate were added to the reaction mixture. After partitioning and extraction, the organic layer was washed with water, 1M aqueous sodium hydroxide solution and 25% brine, and dried over anhydrous magnesium sulfate. The solvent was evaporated under reduced pressure to...